Dataset: the Open Reaction Database (ORD), a public repository of structured organic reaction records. Task: describe an organic reaction: reactants, conditions, products, and yield Reactants: FC(C1=CC=C(C(=O)Cl)C=C1)(F)F (4-trifluoromethylbenzoyl chloride), C(C1=CC=CC=C1)NC(=O)C1=C(N=C(S1)N)C (2-amino-4-methylthiazole-5-carboxylic acid benzylamide). Product: C(C1=CC=CC=C1)NC(=O)C1=C(N=C(S1)NC(C1=CC=C(C=C1)C(F)(F)F)=O)C (4-Methyl-2-(4-trifluoromethylbenzoylamino)thiazole-5-carboxylic Acid Benzylamide). Isolated yield 45.0%. RXN SMILES: [F:1][C:2]([F:13])([F:12])[C:3]1[CH:11]=[CH:10][C:6]([C:7](Cl)=[O:8])=[CH:5][CH:4]=1.[CH2:14]([NH:21][C:22]([C:24]1[S:28][C:27]([NH2:29])=[N:26][C:25]=1[CH3:30])=[O:23])[C:15]1[CH:20]=[CH:19][CH:18]=[CH:17][CH:16]=1>>[CH2:14]([NH:21][C:22]([C:24]1[S:28][C:27]([NH:29][C:7](=[O:8])[C:6]2[CH:10]=[CH:11][C:3]([C:2]([F:13])([F:12])[F:1])=[CH:4][CH:5]=2)=[N:26][C:25]=1[CH3:30])=[O:23])[C:15]1[CH:20]=[CH:19][CH:18]=[CH:17][CH:16]=1. Procedure details: Following the procedure as described in Example 2, making variations only as required to use 4-trifluoromethylbenzoyl chloride in place of benzoyl chloride to react with 2-amino-4-methylthiazole-5-carboxylic acid benzylamide, the title compound was obtained as a white solid in 45% yield; 1H NMR (CDCl3, 300 MHz) δ 8.05 (d, J=8.2 Hz, 2H), 7.77 (d, J=8.2 Hz, 2H), 7.36-7.29 (m, 5H), 5.97 (s, 1H), 4.60 (d, J=5.6 Hz, 2H), 2.57 (s, 3H); MS (ES+) m/z 420.1 (M+1). The reactants are CCOC(=O)c1ccsc1N, CC(=O)OC(C)=O, O=CO. The product is CCOC(=O)c1ccsc1NC=O. RXN SMILES: [CH2:8]([CH3:9])[O:10][C:11](=[O:12])[c:13]1[c:14]([NH2:18])[s:15][cH:16][cH:17]1.[CH3:1][C:2](=[O:3])[O:4][C:5](=[O:6])[CH3:7].[CH:19]([OH:20])=[O:21]>>[CH:2](=[O:3])[NH:18][c:14]1[c:13]([C:11]([O:10][CH2:8][CH3:9])=[O:12])[cH:17][cH:16][s:15]1. Starting materials: C[O-], CO, Cl, [Na+], Cc1cc(C)cc(C=C(C(=O)On2nnc3ccccc32)c2ccc(Oc3ccc(CC4SC(=O)NC4=O)cc3)cc2)c1. Product: COC(=O)C(=Cc1cc(C)cc(C)c1)c1ccc(Oc2ccc(CC3SC(=O)NC3=O)cc2)cc1. Reaction SMILES: [CH3:44][O-:45].[CH3:47][OH:48].[ClH:49].[Na+:46].[n:1]1([O:10][C:11]([C:12](=[CH:13][c:14]2[cH:15][c:16]([CH3:21])[cH:17][c:18]([CH3:20])[cH:19]2)[c:22]2[cH:23][cH:24][c:25]([O:28][c:29]3[cH:30][cH:31][c:32]([CH2:35][CH:36]4[C:37](=[O:42])[NH:38][C:39](=[O:41])[S:40]4)[cH:33][cH:34]3)[cH:26][cH:27]2)=[O:43])[c:2]2[cH:3][cH:4][cH:5][cH:6][c:7]2[n:8][n:9]1>>[O:10]([C:11]([C:12](=[CH:13][c:14]1[cH:15][c:16]([CH3:21])[cH:17][c:18]([CH3:20])[cH:19]1)[c:22]1[cH:23][cH:24][c:25]([O:28][c:29]2[cH:30][cH:31][c:32]([CH2:35][CH:36]3[C:37](=[O:42])[NH:38][C:39](=[O:41])[S:40]3)[cH:33][cH:34]2)[cH:26][cH:27]1)=[O:43])[CH3:44]. The reactants are CC(=O)O, O=C1CCC(c2cccc(Cl)c2)C(c2ccc(Cl)cn2)N1, COc1ccc(CCl)c(OC)c1, [H-], [Na+], [Na+], O=C([O-])O, CN(C)C=O. The product is COc1ccc(CN2C(=O)CCC(c3cccc(Cl)c3)C2c2ccc(Cl)cn2)c(OC)c1. RXN SMILES: [CH3:36][C:37](=[O:38])[OH:39].[Cl:1][c:2]1[cH:3][c:4]([CH:8]2[CH2:9][CH2:10][C:11](=[O:21])[NH:12][CH:13]2[c:14]2[n:15][cH:16][c:17]([Cl:20])[cH:18][cH:19]2)[cH:5][cH:6][cH:7]1.[Cl:24][CH2:25][c:26]1[c:27]([O:34][CH3:35])[cH:28][c:29]([O:32][CH3:33])[cH:30][cH:31]1.[H-:22].[Na+:23].[Na+:44].[O-:40][C:41]([OH:42])=[O:43].[O:45]=[CH:46][N:47]([CH3:48])[CH3:49]>>[Cl:1][c:2]1[cH:3][c:4]([CH:8]2[CH2:9][CH2:10][C:11](=[O:21])[N:12]([CH2:25][c:26]3[c:27]([O:34][CH3:35])[cH:28][c:29]([O:32][CH3:33])[cH:30][cH:31]3)[CH:13]2[c:14]2[n:15][cH:16][c:17]([Cl:20])[cH:18][cH:19]2)[cH:5][cH:6][cH:7]1. The reactants are 2-L, ammonium sulfide, ClC=1C(=NC=CC1OC1=C(C=C(C=C1)[N+](=O)[O-])F)N=C(C1=CC=CC=C1)C1=CC=CC=C1 (3-Chloro-N -(diphenylmethylene)-4-(2-fluoro-4-nitrophenoxy)pyridin-2-amine), ClC=1C(=NC=CC1OC1=C(C=C(C=C1)[N+](=O)[O-])F)N=C(C1=CC=CC=C1)C1=CC=CC=C1 (3-chloro-N -(diphenylmethylene)-4-(2-fluoro-4-nitrophenoxy)pyridin-2-amine), C(C)(C)O (isopropyl alcohol). Run in O (water). Run at temperature 20 celsius, time 3.5 hour. Product: NC1=CC(=C(OC2=C(C(=NC=C2)N=C(C2=CC=CC=C2)C2=CC=CC=C2)Cl)C=C1)F (4-(4-amino-2-fluorophenoxy )-3-chloro-N-(diphenylmethylene)pyridin-2-amine). Yield: 103.2%. RXN SMILES: [Cl:1][C:2]1[C:3]([N:19]=[C:20]([C:27]2[CH:32]=[CH:31][CH:30]=[CH:29][CH:28]=2)[C:21]2[CH:26]=[CH:25][CH:24]=[CH:23][CH:22]=2)=[N:4][CH:5]=[CH:6][C:7]=1[O:8][C:9]1[CH:14]=[CH:13][C:12]([N+:15]([O-])=O)=[CH:11][C:10]=1[F:18].C(O)(C)C.[NH4+]=S>O>[NH2:15][C:12]1[CH:13]=[CH:14][C:9]([O:8][C:7]2[CH:6]=[CH:5][N:4]=[C:3]([N:19]=[C:20]([C:21]3[CH:26]=[CH:25][CH:24]=[CH:23][CH:22]=3)[C:27]3[CH:32]=[CH:31][CH:30]=[CH:29][CH:28]=3)[C:2]=2[Cl:1])=[C:10]([F:18])[CH:11]=1. Procedure details: The following materials were added to a 2-L Chem-Glass reactor: 3-chloro-N -(diphenylmethylene)-4-(2-fluoro-4-nitrophenoxy)pyridin-2-amine (110.00 g, 221 mmol), isopropyl alcohol (990.00 mL), and ammonium sulfide (˜40% in water, 297.00 mL, 2324 mmol). The mixture was allowed to stir at 20° C. for 3-4 h. 3-Chloro-N -(diphenylmethylene)-4-(2-fluoro-4-nitrophenoxy)pyridin-2-amine was not detected by HPLC analysis. The reaction mixture was heated to 70° C. and allowed to stir for 3-4 h. Once the rea... Starting materials: C1(CCCCC1)N(C(NC=1SC=C(N1)C(=O)O)=O)C1CCCCC1 (2-(3,3-dicyclohexylureido)-thiazole-4-carboxylic acid), COC(CN)=O (glycine methyl ester). Product: COC(CNC(=O)C=1N=C(SC1)NC(=O)N(C1CCCCC1)C1CCCCC1)=O ({[2-(3,3-Dicyclohexyl-ureido)-thiazole-4-carbonyl]-amino}-acetic acid methyl ester). Yield: 30.0%. RXN SMILES: [CH:1]1([N:7]([CH:19]2[CH2:24][CH2:23][CH2:22][CH2:21][CH2:20]2)[C:8](=[O:18])[NH:9][C:10]2[S:11][CH:12]=[C:13]([C:15](O)=[O:16])[N:14]=2)[CH2:6][CH2:5][CH2:4][CH2:3][CH2:2]1.[CH3:25][O:26][C:27](=[O:30])[CH2:28][NH2:29]>>[CH3:25][O:26][C:27](=[O:30])[CH2:28][NH:29][C:15]([C:13]1[N:14]=[C:10]([NH:9][C:8]([N:7]([CH:19]2[CH2:24][CH2:23][CH2:22][CH2:21][CH2:20]2)[CH:1]2[CH2:6][CH2:5][CH2:4][CH2:3][CH2:2]2)=[O:18])[S:11][CH:12]=1)=[O:16]. Procedure details: Prepared in 30% yield (76 mg) as described in general procedure (K) from 2-(3,3-dicyclohexylureido)-thiazole-4-carboxylic acid (210 mg, 0.6 mmol) and glycine methyl ester (HCl salt, 75 mg, 0.6 mmol). Reactants: O=C(O)CBr, Cl, [H-], [Na+], CN(C)C=O, O, Oc1ccc(-c2ccccc2)cc1. The product is O=C(O)COc1ccc(-c2ccccc2)cc1. RXN SMILES: [Br:16][CH2:17][C:18](=[O:19])[OH:20].[ClH:21].[H-:1].[Na+:2].[O:23]=[CH:24][N:25]([CH3:26])[CH3:27].[OH2:22].[OH:3][c:4]1[cH:5][cH:6][c:7](-[c:10]2[cH:11][cH:12][cH:13][cH:14][cH:15]2)[cH:8][cH:9]1>>[O:3]([c:4]1[cH:5][cH:6][c:7](-[c:10]2[cH:11][cH:12][cH:13][cH:14][cH:15]2)[cH:8][cH:9]1)[CH2:17][C:18](=[O:19])[OH:20]. The reactants are BrC(C(=O)C=1C=CC2=C(N(C(O2)=O)C)C1)C (5-(2-bromopropionyl)-3-methyl-2-benzoxazolinone), NC1=NC=CC=C1OCC1=CC=CC=C1 (2-amino-3-benzyloxypyridine). Product: C(C1=CC=CC=C1)OC=1C=2N(C=CC1)C(=C(N2)C=2C=CC1=C(N(C(O1)=O)C)C2)C (5-(8-Benzyloxy-3-methylimidazo[1,2-a]pyridin-2-yl)-3-methyl-2-benzoxazolinone). Isolated yield 54.5%. Procedure details: 5-(8-Benzyloxy-3-methylimidazo[1,2-a]pyridin-2-yl)-3-methyl-2-benzoxazolinone (2.1 g) was prepared in substantially the same manner as that of Example 30 from 5-(2-bromopropionyl)-3-methyl-2-benzoxazolinone (2.84 g) and 2-amino-3-benzyloxypyridine (4.8 g). mp. 210° C. As a reaction SMILES: Br[CH:2]([CH3:16])[C:3]([C:5]1[CH:6]=[CH:7][C:8]2[O:12][C:11](=[O:13])[N:10]([CH3:14])[C:9]=2[CH:15]=1)=O.[NH2:17][C:18]1[C:23]([O:24][CH2:25][C:26]2[CH:31]=[CH:30][CH:29]=[CH:28][CH:27]=2)=[CH:22][CH:21]=[CH:20][N:19]=1>>[CH2:25]([O:24][C:23]1[C:18]2[N:19]([C:2]([CH3:16])=[C:3]([C:5]3[CH:6]=[CH:7][C:8]4[O:12][C:11](=[O:13])[N:10]([CH3:14])[C:9]=4[CH:15]=3)[N:17]=2)[CH:20]=[CH:21][CH:22]=1)[C:26]1[CH:27]=[CH:28][CH:29]=[CH:30][CH:31]=1.